Dataset: the Open Reaction Database (ORD), a public repository of structured organic reaction records. Task: describe an organic reaction: reactants, conditions, products, and yield Starting materials: [OH-].[Na+] (NaOH), N[C@@H](CC(N)=O)C(=O)O (L-asparagine), [OH-].[Na+] (NaOH), O1CCOCC1 (dioxane), C1(=CC=CC=C1)S(=O)(=O)Cl (PhSO2Cl). Solvent: O (H2O), O (H2O). Conditions: temperature 0 celsius, time 1 minute. The product is C1(=CC=CC=C1)S(=O)(=O)N[C@@H](CC(N)=O)C(=O)O (N-Phenysulfonyl-L-asparagine). As a reaction SMILES: [NH2:1][C@H:2]([C:7]([OH:9])=[O:8])[CH2:3][C:4](=[O:6])[NH2:5].[OH-].[Na+].O1CCOCC1.[C:18]1([S:24](Cl)(=[O:26])=[O:25])[CH:23]=[CH:22][CH:21]=[CH:20][CH:19]=1>O>[C:18]1([S:24]([NH:1][C@H:2]([C:7]([OH:9])=[O:8])[CH2:3][C:4](=[O:6])[NH2:5])(=[O:26])=[O:25])[CH:23]=[CH:22][CH:21]=[CH:20][CH:19]=1 |f:1.2|. Reported procedure: To a stirred solution of L-asparagine (Aldrich) (10 g, 76 mmol), NaOH (3.4 g, 85 mmol), H2O (50 mL), and dioxane (50 mL) at 0° C. was added PhSO2Cl (10.6 mL, 84 mmol). After 1 min, NaOH (3.4 g) in H2O (50 mL) was added and the reaction mixture stirred for 30 min. The reaction mixture was then concentrated to remove the dioxane then washed with EtOAc. The aqueous phase was then cooled to 0° C. and acidified to pH 3 with conc. HCl to effect product precipitation. The resulting solid was collected ... The product is C(C)OP(OCC)(=O)CBr (Bromomethylphosphonic acid diethyl ester). As a reaction SMILES: [P:1]([O:8]CC)([O:5][CH2:6][CH3:7])[O:2][CH2:3][CH3:4].[Br:11][CH2:12]Br>>[CH2:3]([O:2][P:1]([CH2:12][Br:11])(=[O:8])[O:5][CH2:6][CH3:7])[CH3:4]. Reported procedure: (according to P. C. Crofts, G. M. Kosolapoff J. Am. Chem. Soc. 1953, 75, 5738-40) 126 g of triethyl phosphite and 162 g of dibromomethane are heated to 170° C. in an autoclave for 4 hours. Bromomethylphosphonic acid diethyl ester may be isolated in moderate yield from the reaction mixture by distillation (b.p.: approx. 50° C., 7 Pa (0.05 Torr)). A second fractional distillation was then performed. The reactants are P(OCC)(OCC)OCC (triethyl phosphite), BrCBr (dibromomethane).